This data is from the Open Reaction Database (ORD), a public repository of structured organic reaction records. The task is: describe an organic reaction: reactants, conditions, products, and yield Reactants: C(#N)CC(=O)OC(C)(C)C (t-Butyl cyanoacetate), C(OCC)(OCC)OCC (triethyl orthoformate), Cl.N(N)C1=CC=C(C(=O)OC)C=C1 (methyl 4-hydrazinylbenzoate hydrochloride), CCN(C(C)C)C(C)C (DIPEA), C(C)(=O)OC(C)=O (Acetic anhydride). Solvent: C(C)(=O)OCC (ethyl acetate). Reaction conditions: temperature 125 celsius. Yields the product NC1=C(C=NN1C1=CC=C(C=C1)C(=O)OC)C(=O)OC(C)(C)C (Tert-butyl 5-amino-1-(4-methoxycarbonylphenyl)pyrazole-4-carboxylate). Reaction SMILES: [C:1]([CH2:3][C:4]([O:6][C:7]([CH3:10])([CH3:9])[CH3:8])=[O:5])#[N:2].[CH:11](OCC)(OCC)OCC.C(OC(=O)C)(=O)C.Cl.[NH:29]([C:31]1[CH:40]=[CH:39][C:34]([C:35]([O:37][CH3:38])=[O:36])=[CH:33][CH:32]=1)[NH2:30].CCN(C(C)C)C(C)C>C(OCC)(=O)C>[NH2:2][C:1]1[N:29]([C:31]2[CH:32]=[CH:33][C:34]([C:35]([O:37][CH3:38])=[O:36])=[CH:39][CH:40]=2)[N:30]=[CH:11][C:3]=1[C:4]([O:6][C:7]([CH3:10])([CH3:9])[CH3:8])=[O:5] |f:3.4|. Procedure: t-Butyl cyanoacetate (14.1 g, 100 mmol) was dissolved in triethyl orthoformate (24.8 mL, 150 mmol). Acetic anhydride (9.625 mL, 100 mL) was added and the mixture heated to 125° C. for 3 h and then volatiles were removed by evaporation under reduced pressure. The residue was dissolved in ethanol (100 mL) and methyl 4-hydrazinylbenzoate hydrochloride (Intermediate#123) (6.06 g, 30 mmol) and DIPEA (5.23 mL, 30 mmol) was added. The mixture was heated to reflux for 5 h and then evaporated under reduc... Starting materials: C1(CCCC1)OC=1C=C(C(=O)Cl)C=CC1OC (3-cyclopentyloxy-4-methoxy-benzoyl chloride), ClC=1C=NC=C(C1C)Cl (3,5-dichloro-4-methylpyridine), COC=1C=C(C(=O)Cl)C=CC1OC (3,4-dimethoxy-benzoyl chloride). The product is COC=1C=C(C(=O)O\C(=C/C2=C(C=NC=C2Cl)Cl)\C2=CC(=C(C=C2)OC)OC2CCCC2)C=CC1OC (3,4-dimethoxy-benzoic acid, (Z)-1-(3-cyclopentyloxy-4-methoxy-phenyl)-2-(3,5-dichloro-pyridin-4-yl)vinyl ester). As a reaction SMILES: [CH:1]1([O:6][C:7]2[CH:8]=[C:9]([CH:13]=[CH:14][C:15]=2[O:16][CH3:17])[C:10](Cl)=[O:11])[CH2:5][CH2:4][CH2:3][CH2:2]1.[Cl:18][C:19]1[CH:20]=[N:21][CH:22]=[C:23]([Cl:26])[C:24]=1[CH3:25].[CH3:27][O:28][C:29]1[CH:30]=[C:31]([CH:35]=[CH:36][C:37]=1[O:38][CH3:39])[C:32](Cl)=[O:33]>>[CH3:27][O:28][C:29]1[CH:30]=[C:31]([CH:35]=[CH:36][C:37]=1[O:38][CH3:39])[C:32]([O:11]/[C:10](/[C:9]1[CH:13]=[CH:14][C:15]([O:16][CH3:17])=[C:7]([O:6][CH:1]2[CH2:5][CH2:4][CH2:3][CH2:2]2)[CH:8]=1)=[CH:25]\[C:24]1[C:23]([Cl:26])=[CH:22][N:21]=[CH:20][C:19]=1[Cl:18])=[O:33]. Reported procedure: The compound was obtained starting from 3-cyclopentyloxy-4-methoxy-benzoyl chloride, 3,5-dichloro-4-methylpyridine and 3,4-dimethoxy-benzoyl chloride, following the procedure of Example 24.